Dataset: the Open Reaction Database (ORD), a public repository of structured organic reaction records. Task: describe an organic reaction: reactants, conditions, products, and yield Starting materials: N(=[N+]=[N-])C(CCC=C)C1=C(C=CC=C1)OC (5-azido-5-(2-methoxyphenyl)-1-pentene), [H-].[H-].[H-].[H-].[Li+].[Al+3] (LiAlH4). Solvent: CCOCC (ether), C(C)OCC (diethyl ether). Run at time 25 minute. The product is NC(CCC=C)C1=C(C=CC=C1)OC (5-Amino-5-(2-methoxyphenyl)-1-pentene). Isolated yield 116.3%. RXN SMILES: [N:1]([CH:4]([C:9]1[CH:14]=[CH:13][CH:12]=[CH:11][C:10]=1[O:15][CH3:16])[CH2:5][CH2:6][CH:7]=[CH2:8])=[N+]=[N-].[H-].[H-].[H-].[H-].[Li+].[Al+3]>CCOCC>[NH2:1][CH:4]([C:9]1[CH:14]=[CH:13][CH:12]=[CH:11][C:10]=1[O:15][CH3:16])[CH2:5][CH2:6][CH:7]=[CH2:8] |f:1.2.3.4.5.6|. Reported procedure: To a solution of 5-azido-5-(2-methoxyphenyl)-1-pentene (1.59 g. 7.33 mmol) in anhydrous ether (10 mL) at 0° C. was added to LiAlH4 in diethyl ether (1.OM, 7.33 mL) dropwise over a period of 20 minutes. The ice bath was removed and the reaction mixture was kept at room temperature for 25 minutes. The reaction solution was cooled to 0° C. to 40° C. and saturated Na2SO4 solution was added dropwise until no hydrogen gas was evolved. Anhydrous Na2SO4 was added followed by diethyl ether (70 mL), the r... Starting materials: C(C)OC(CN1N=C(C=C1N)C=1C=NC=CC1)OCC (1-(2,2-Diethoxyethyl)-3-(pyridin-3-yl)-1H-pyrazole-5-amine), BrC1=C(C=C(C(=C1)[N+](=O)[O-])C)C (1-bromo-2,4-dimethyl-5-nitrobenzene). Yields the product CC1=C(N)C=CC(=C1N1C=CN2N=C(C=C21)C=2C=NC=CC2)C (2,4-Dimethyl-3-[6-(pyridin-3-yl)-1H-imidazo[1,2-b]pyrazol-1-yl]aniline). Reaction SMILES: C(O[CH:4](OCC)[CH2:5][N:6]1[C:10]([NH2:11])=[CH:9][C:8]([C:12]2[CH:13]=[N:14][CH:15]=[CH:16][CH:17]=2)=[N:7]1)C.Br[C:22]1[CH:27]=[C:26]([N+:28]([O-])=O)[C:25]([CH3:31])=[CH:24][C:23]=1[CH3:32]>>[CH3:31][C:25]1[C:24]([N:11]2[C:10]3[N:6]([N:7]=[C:8]([C:12]4[CH:13]=[N:14][CH:15]=[CH:16][CH:17]=4)[CH:9]=3)[CH:5]=[CH:4]2)=[C:23]([CH3:32])[CH:22]=[CH:27][C:26]=1[NH2:28]. Procedure details: 200 mg (0.72 mmol) of the compound of Example 4A together with 200 mg (0.87 mmol) of 1-bromo-2,4-dimethyl-5-nitrobenzene were reacted and worked up analogously to the procedure of Example 10A/Step 1. This gave 200 mg (86% pure, 56% of theory) of the title compound. Starting materials: ClC1=C2C=CC=NC2=C(C=C1)OC (5-chloro-8-methoxy-quinoline), O1C(=CC2=C1C=CC=C2)B(O)O (benzofuran-2-boronic acid), C(C)(C)(C)P(C1=C(C=CC=C1)C1=CC=CC=C1)C(C)(C)C (2-(di-tert-butyl phosphino)biphenyl), [F-].[K+] (KF). Reagents/catalysts: CC(=O)[O-].CC(=O)[O-].[Pd+2] (Pd(OAc)2). Solvent: C1CCOC1 (THF), CCOC(=O)C (EtOAc). Run at time 18 hour. Product: O1C(=CC2=C1C=CC=C2)C2=C1C=CC=NC1=C(C=C2)OC (5-(1-Benzofuran-2-yl)-8-methoxy-quinoline). The yield is 62.2%. As a reaction SMILES: Cl[C:2]1[CH:11]=[CH:10][C:9]([O:12][CH3:13])=[C:8]2[C:3]=1[CH:4]=[CH:5][CH:6]=[N:7]2.[O:14]1[C:18]2[CH:19]=[CH:20][CH:21]=[CH:22][C:17]=2[CH:16]=[C:15]1B(O)O.[F-].[K+].C(P(C(C)(C)C)C1C=CC=CC=1C1C=CC=CC=1)(C)(C)C>C1COCC1.CCOC(C)=O.CC([O-])=O.CC([O-])=O.[Pd+2]>[O:14]1[C:18]2[CH:19]=[CH:20][CH:21]=[CH:22][C:17]=2[CH:16]=[C:15]1[C:2]1[CH:11]=[CH:10][C:9]([O:12][CH3:13])=[C:8]2[C:3]=1[CH:4]=[CH:5][CH:6]=[N:7]2 |f:2.3,7.8.9|. Procedure details: To a stirred solution of 5-chloro-8-methoxy-quinoline (0.330 g, 1.70 mmol) in THF (2 mL) at room temperature was added benzofuran-2-boronic acid (0.413 g, 2.55 mmol) followed by KF (0.296 mL, 5.10 mmol), Pd(OAc)2 (0.0382 g, 0.170 mmol), and 2-(di-tert-butyl phosphino)biphenyl (0.101 g, 0.340 mmol). The reaction mixture was stirred at room temperature for 18 hours and then diluted with EtOAc (200 mL). The organic layer was washed with H2O (20 mL) and brine (20 mL) then dried (Na2SO4). After conce... Reactants: C(Cl)(Cl)Cl.CO (CHCl3 MeOH), N(=[N+]=[N-])CCC=1C(NC(NC1)=O)=O (5-(2-Azidoethyl)uracil), N (ammonia). The solvent is N1=CC=CC=C1 (pyridine). Run at temperature 60 celsius, time 30 minute. Product: NCCN1C(NC=CC1=O)=O (aminoethyluracil). The yield is 85.0%. As a reaction SMILES: N(CC[C:6]1[C:7](=O)[NH:8][C:9](=[O:12])[NH:10][CH:11]=1)=[N+]=[N-].[CH:14](Cl)(Cl)Cl.[CH3:18][OH:19].[NH3:20]>N1C=CC=CC=1>[NH2:20][CH2:14][CH2:11][N:10]1[C:18](=[O:19])[CH:6]=[CH:7][NH:8][C:9]1=[O:12] |f:1.2|. Procedure: 14.2 g (78.0 mmol) of 30 were suspended in 175 ml of pyridine in a 250 ml three-necked flask equipped with an internal thermometer and reflux condenser and the mixture was treated with 61.4 g (234 mmol) of triphenylphosphine2). It was heated at 60° C. for 5 hours and stirred overnight at room temp. (TLC checking, CHCl3/MeOH 5:1). 40 ml of 25% strength ammonia solution were added to the suspension, which then clarified. The solvents were removed in vacuo in a rotary evaporator. The residue was st... The reactants are CC(C)(C)[Si](C)(C)OCC=O, CC(=O)O[BH-](OC(C)=O)OC(C)=O, NC1CCCN(c2ccc3c(NC(=O)CC4CCCCC4)c(Cl)ccc3n2)C1, [Na+]. The product is CC(C)(C)[Si](C)(C)OCCNC1CCCN(c2ccc3c(NC(=O)CC4CCCCC4)c(Cl)ccc3n2)C1. RXN SMILES: [C:29]([CH3:30])([CH3:31])([CH3:32])[Si:33]([O:34][CH2:35][CH:36]=[O:37])([CH3:38])[CH3:39].[C:40]([O:41][BH-:42]([O:43][C:44](=[O:45])[CH3:46])[O:47][C:48](=[O:49])[CH3:50])(=[O:51])[CH3:52].[NH2:1][CH:2]1[CH2:3][N:4]([c:8]2[n:9][c:10]3[cH:11][cH:12][c:13]([Cl:28])[c:14]([NH:18][C:19]([CH2:20][CH:21]4[CH2:22][CH2:23][CH2:24][CH2:25][CH2:26]4)=[O:27])[c:15]3[cH:16][cH:17]2)[CH2:5][CH2:6][CH2:7]1.[Na+:53]>>[NH:1]([CH:2]1[CH2:3][N:4]([c:8]2[n:9][c:10]3[cH:11][cH:12][c:13]([Cl:28])[c:14]([NH:18][C:19]([CH2:20][CH:21]4[CH2:22][CH2:23][CH2:24][CH2:25][CH2:26]4)=[O:27])[c:15]3[cH:16][cH:17]2)[CH2:5][CH2:6][CH2:7]1)[CH2:36][CH2:35][O:34][Si:33]([C:29]([CH3:30])([CH3:31])[CH3:32])([CH3:38])[CH3:39]. The reactants are N1CCC(C(=O)O)CC1 (isonipecotic acid), NC=1C=C(C=CC1N)C (3,4 diamino toluene). The product is CC1=CC2=C(NC(=N2)C2CCNCC2)C=C1 (4-(5Methyl-1H-benzimidazol-2-yl)piperidine). As a reaction SMILES: [NH:1]1[CH2:9][CH2:8][CH:4]([C:5](O)=O)[CH2:3][CH2:2]1.[NH2:10][C:11]1[CH:12]=[C:13]([CH3:18])[CH:14]=[CH:15][C:16]=1[NH2:17]>>[CH3:18][C:13]1[CH:14]=[CH:15][C:16]2[NH:17][C:5]([CH:4]3[CH2:8][CH2:9][NH:1][CH2:2][CH2:3]3)=[N:10][C:11]=2[CH:12]=1. Procedure details: The title compound was prepared from isonipecotic acid and 3,4 diamino toluene using the method described in Description 14. MH+ 216. Starting materials: N[C@@H](C(=O)NC1C(N(C2=C(C=CC=C2C1)N1C(CCC1)=O)CC1=CSC=C1)=O)CC1=CN(C2=CC=CC=C12)C ((2R)-2-amino-3-(1-methyl-1H-indol-3-yl)-N-[2-oxo-8-(2-oxopyrrolidin-1-yl)-1-(thiophen-3-ylmethyl)-1,2,3,4-tetrahydroquinolin-3-yl]propanamide), C(C)(C)(C)OC(=O)N[C@@](C(=O)O)(CC)C ((R)-2-(tert-butoxycarbonylamino)-2-methylbutanoic acid). Yields the product C[C@](C(=O)N[C@@H](C(NC1C(N(C2=C(C=CC=C2C1)N1C(CCC1)=O)CC1=CSC=C1)=O)=O)CC1=CN(C2=CC=CC=C12)C)(CC)NC(OC(C)(C)C)=O (tert-butyl (2R)-2-methyl-1-[(2R)-3-(1-methyl-1H-indol-3-yl)-1-oxo-1-[2-oxo-8-(2-oxopyrrolidin-1-yl)-1-(thiophen-3-ylmethyl)-1,2,3,4-tetrahydroquinolin-3-ylamino]propan-2-ylamino]-1-oxobutan-2-ylcarbamate). Isolated yield 89.4%. RXN SMILES: [NH2:1][C@H:2]([CH2:29][C:30]1[C:38]2[C:33](=[CH:34][CH:35]=[CH:36][CH:37]=2)[N:32]([CH3:39])[CH:31]=1)[C:3]([NH:5][CH:6]1[CH2:15][C:14]2[C:9](=[C:10]([N:16]3[CH2:20][CH2:19][CH2:18][C:17]3=[O:21])[CH:11]=[CH:12][CH:13]=2)[N:8]([CH2:22][C:23]2[CH:27]=[CH:26][S:25][CH:24]=2)[C:7]1=[O:28])=[O:4].[C:40]([O:44][C:45]([NH:47][C@:48]([CH3:54])([CH2:52][CH3:53])[C:49](O)=[O:50])=[O:46])([CH3:43])([CH3:42])[CH3:41]>>[CH3:54][C@@:48]([NH:47][C:45](=[O:46])[O:44][C:40]([CH3:43])([CH3:42])[CH3:41])([CH2:52][CH3:53])[C:49]([NH:1][C@H:2]([CH2:29][C:30]1[C:38]2[C:33](=[CH:34][CH:35]=[CH:36][CH:37]=2)[N:32]([CH3:39])[CH:31]=1)[C:3](=[O:4])[NH:5][CH:6]1[CH2:15][C:14]2[C:9](=[C:10]([N:16]3[CH2:20][CH2:19][CH2:18][C:17]3=[O:21])[CH:11]=[CH:12][CH:13]=2)[N:8]([CH2:22][C:23]2[CH:27]=[CH:26][S:25][CH:24]=2)[C:7]1=[O:28])=[O:50]. Reported procedure: The procedure of Example 14(a) was repeated, except that (2R)-2-amino-3-(1-methyl-1H-indol-3-yl)-N-[2-oxo-8-(2-oxopyrrolidin-1-yl)-1-(thiophen-3-ylmethyl)-1,2,3,4-tetrahydroquinolin-3-yl]propanamide obtained in Example 8(b) (5.4 g) and (R)-2-(tert-butoxycarbonylamino)-2-methylbutanoic acid (2.4 g) were used, whereby the title compound (6.6 g) was yielded. Starting materials: C(C)(=O)OCC (ethyl acetate), CC1=C(COC=2C(=C(C=CC2)CC#N)C)C(=CC=C1)C (2-(3-(2,6-Dimethylbenzyloxy)-2-methylphenyl)acetonitrile), [N-]=[N+]=[N-].[Na+] (sodium azide), [Cl-].[NH4+] (ammonium chloride). The product is CC1=C(COC=2C(=C(CC3=NN=NN3)C=CC2)C)C(=CC=C1)C (5-(3-(2,6-Dimethylbenzyloxy)-2-methylbenzyl)-1H-tetrazole). Procedure: A mixture of 2-(3-(2,6-Dimethylbenzyloxy)-2-methylphenyl)acetonitrile (Step E, 2.70 g, 10.19 mmol), sodium azide (0.795 g, 12.23 mmol) and ammonium chloride (0.653 g, 12.22 mmol) in dry DMF (20 ml) was heated under argon at 90° C. for 16 hours or until all the starting material is consumed, the reaction mixture was cooled, diluted with water and extracted with EtOAc (30 ml×4). The combined organic layer was washed with brine, dried over Na2SO4, filtered, concentrated and purified by flash chroma... Solvent: CN(C)C=O (DMF), CCCCCC (hexane). Run at temperature 90 celsius. Reaction SMILES: [CH3:1][C:2]1[CH:19]=[CH:18][CH:17]=[C:16]([CH3:20])[C:3]=1[CH2:4][O:5][C:6]1[C:7]([CH3:15])=[C:8]([CH2:12][C:13]#[N:14])[CH:9]=[CH:10][CH:11]=1.[N-:21]=[N+:22]=[N-:23].[Na+].[Cl-].[NH4+].C(OCC)(=O)C>CN(C=O)C.CCCCCC>[CH3:1][C:2]1[CH:19]=[CH:18][CH:17]=[C:16]([CH3:20])[C:3]=1[CH2:4][O:5][C:6]1[C:7]([CH3:15])=[C:8]([CH:9]=[CH:10][CH:11]=1)[CH2:12][C:13]1[NH:23][N:22]=[N:21][N:14]=1 |f:1.2,3.4|.